Dataset: the Open Reaction Database (ORD), a public repository of structured organic reaction records. Task: describe an organic reaction: reactants, conditions, products, and yield Reactants: C(C)OC(=O)C1=CCC2(CCCC2)CC1 (spiro[4.5]dec-7-ene-8-carboxylic acid ethyl ester), C1(=CC=CC=C1)C (toluene), [H-].C(C(C)C)[Al+]CC(C)C (diisobutylaluminum hydride), Cl (hydrochloric acid). The solvent is O1CCCC1 (tetrahydrofuran). Run at temperature -78 celsius, time 1 hour. Product: C1CCCC12CC=C(CC2)CO (spiro[4.5]dec-7-en-8-yl-methanol). The yield is 87.3%. Reaction SMILES: C([O:3][C:4]([C:6]1[CH2:15][CH2:14][C:9]2([CH2:13][CH2:12][CH2:11][CH2:10]2)[CH2:8][CH:7]=1)=O)C.C1(C)C=CC=CC=1.[H-].C([Al+]CC(C)C)C(C)C.Cl>O1CCCC1>[CH2:13]1[C:9]2([CH2:14][CH2:15][C:6]([CH2:4][OH:3])=[CH:7][CH2:8]2)[CH2:10][CH2:11][CH2:12]1 |f:2.3|. Reported procedure: To a solution of spiro[4.5]dec-7-ene-8-carboxylic acid ethyl ester (2.8 g) obtained in Step 3 in tetrahydrofuran (40 mL) was added dropwise a toluene solution of diisobutylaluminum hydride (0.99 M, 41 mL) under argon atmosphere at −78° C., followed by stirring the reaction mixture at −78° C. for 1 hour. Then, after adding 2N aqueous hydrochloric acid solution and raising the temperature to room temperature, the reaction mixture was extracted with ethyl acetate twice. The organic layer was washed... Yields the product N[C@H](C(=O)NC(C)(C)C)CC1=CC=C(C=C1)OCC1=CC=CC=C1 ((S)-2-Amino-3-(4-benzyloxy-phenyl)—N-tert-butyl-propionamide). Reaction SMILES: CC(OC(=O)[NH:7][C@@H:8]([CH2:16][C:17]1[CH:22]=[CH:21][CH:20]=[CH:19][CH:18]=1)[C:9]([NH:11][C:12]([CH3:15])([CH3:14])[CH3:13])=[O:10])(C)C.F[C:25](F)(F)[C:26]([OH:28])=O>C(Cl)Cl>[NH2:7][C@@H:8]([CH2:16][C:17]1[CH:18]=[CH:19][C:20]([O:28][CH2:26][C:25]2[CH:18]=[CH:17][CH:16]=[CH:8][CH:9]=2)=[CH:21][CH:22]=1)[C:9]([NH:11][C:12]([CH3:13])([CH3:14])[CH3:15])=[O:10]. The solvent is C(Cl)Cl (CH2Cl2). Starting materials: CC(C)(C)OC(N[C@H](C(=O)NC(C)(C)C)CC1=CC=CC=C1)=O ((S)-[2-[(1,1-dimethylethyl)amino]-2-oxo-1-(phenylmethyl)ethyl]-carbamic acid 1,1-dimethylethyl ester), FC(C(=O)O)(F)F (trifluoroacetic acid). Isolated yield 91.0%. Run at time 20 minute. Procedure: A solution of the product from Example E ((S)-[2-(4-benzyloxy-phenyl)-1-tert-butylcarbamoyl-ethyl]-carbamic acid tert-butyl ester) (6.0 g, 14.1 mmol) in CH2Cl2 (28 mL) was treated with trifluoroacetic acid (28 mL). The resulting solution was stirred for 20 minutes and then concentrated. The residue was diluted with EtOAc (300 mL), washed with saturated bicarbonate solution (2×300 mL) and brine (300 mL), dried over Na2SO4, and concentrated to give 4.2 g (91%) of the title compound.